This data is from the Open Reaction Database (ORD), a public repository of structured organic reaction records. The task is: describe an organic reaction: reactants, conditions, products, and yield As a reaction SMILES: [CH3:1][O:2][C:3]1[CH:40]=[CH:39][C:6]([CH2:7][N:8]([CH2:30][C:31]2[CH:36]=[CH:35][C:34]([O:37][CH3:38])=[CH:33][CH:32]=2)[C:9]2[N:14]=[C:13]([CH3:15])[N:12]=[C:11]([C:16]3[C:17]([NH:22][C:23]4[CH:24]=[CH:25][C:26]([NH2:29])=[N:27][CH:28]=4)=[N:18][CH:19]=[CH:20][CH:21]=3)[N:10]=2)=[CH:5][CH:4]=1.[C:41]1([N:47]=[C:48]=[O:49])[CH:46]=[CH:45][CH:44]=[CH:43][CH:42]=1>C1COCC1>[CH3:1][O:2][C:3]1[CH:4]=[CH:5][C:6]([CH2:7][N:8]([CH2:30][C:31]2[CH:32]=[CH:33][C:34]([O:37][CH3:38])=[CH:35][CH:36]=2)[C:9]2[N:14]=[C:13]([CH3:15])[N:12]=[C:11]([C:16]3[C:17]([NH:22][C:23]4[CH:24]=[CH:25][C:26]([NH:29][C:48]([NH:47][C:41]5[CH:46]=[CH:45][CH:44]=[CH:43][CH:42]=5)=[O:49])=[N:27][CH:28]=4)=[N:18][CH:19]=[CH:20][CH:21]=3)[N:10]=2)=[CH:39][CH:40]=1. Reactants: COC1=CC=C(CN(C2=NC(=NC(=N2)C)C=2C(=NC=CC2)NC=2C=CC(=NC2)N)CC2=CC=C(C=C2)OC)C=C1 (N5-(3-(4-(bis(4-methoxybenzyl)amino)-6-methyl-1,3,5-triazin-2-yl)pyridin-2-yl)pyridine-2,5-diamine), C1(=CC=CC=C1)N=C=O (phenyl isocyanate). Yields the product COC1=CC=C(CN(C2=NC(=NC(=N2)C)C=2C(=NC=CC2)NC=2C=CC(=NC2)NC(=O)NC2=CC=CC=C2)CC2=CC=C(C=C2)OC)C=C1 (1-(5-(3-(4-(bis(4-methoxybenzyl)amino)-6-methyl-1,3,5-triazin-2-yl)pyridin-2-ylamino)pyridin-2-yl)-3-phenylurea). The solvent is C1CCOC1 (THF). Isolated yield 38.5%. Procedure details: A solution of N5-(3-(4-(bis(4-methoxybenzyl)amino)-6-methyl-1,3,5-triazin-2-yl)pyridin-2-yl)pyridine-2,5-diamine (0.150 g, 0.281 mmol) and phenyl isocyanate (Fluka) (0.077 mL, 0.70 mmol) in THF (3 mL) was stirred at rt for 5 h. The resulting solid was collected by filtration to give 1-(5-(3-(4-(bis(4-methoxybenzyl)amino)-6-methyl-1,3,5-triazin-2-yl)pyridin-2-ylamino)pyridin-2-yl)-3-phenylurea (0.0707 g) as a yellow solid. The filtrate and wash were concentrated and purified by silica gel chromat... Starting materials: NC1=NN(C(=C1)C1=CC=C(OCCNC(=O)N)C=C1)C1=CC=C(C=C1)OC (N-(2-{4-[3-amino-1-(4-methoxyphenyl)-1H-pyrazol-5- yl]phenoxy}ethyl)urea), [Cl-].[Li+] (lithium chloride), N(=O)OCCC(C)C (isoamyl nitrite). Reagents/catalysts: [Cu](Cl)Cl (copper (II) chloride). Solvent: C(C)#N (acetonitrile). Conditions: time 10 minute. The product is ClC1=NN(C(=C1)C1=CC=C(OCCNC(=O)N)C=C1)C1=CC=C(C=C1)OC (N-(2-{4-[3-chloro-1-(4-methoxyphenyl)-1H-pyrazol-5-yl]phenoxy}ethyl)urea). The yield is 26.6%. RXN SMILES: N[C:2]1[CH:6]=[C:5]([C:7]2[CH:19]=[CH:18][C:10]([O:11][CH2:12][CH2:13][NH:14][C:15]([NH2:17])=[O:16])=[CH:9][CH:8]=2)[N:4]([C:20]2[CH:25]=[CH:24][C:23]([O:26][CH3:27])=[CH:22][CH:21]=2)[N:3]=1.[Cl-:28].[Li+].N(OCCC(C)C)=O>C(#N)C.[Cu](Cl)Cl>[Cl:28][C:2]1[CH:6]=[C:5]([C:7]2[CH:19]=[CH:18][C:10]([O:11][CH2:12][CH2:13][NH:14][C:15]([NH2:17])=[O:16])=[CH:9][CH:8]=2)[N:4]([C:20]2[CH:25]=[CH:24][C:23]([O:26][CH3:27])=[CH:22][CH:21]=2)[N:3]=1 |f:1.2|. Procedure: A mixture of N-(2-{4-[3-amino-1-(4-methoxyphenyl)-1H-pyrazol-5- yl]phenoxy}ethyl)urea 111 mg, lithium chloride 64 mg, and copper (II) chloride 81.2 mg in acetonitrile 2 ml was stirred at ambient temperature for 10 minutes. To this mixture was added isoamyl nitrite 62.3 mg, and the mixture was stirred at ambient temperature for 3 hours. The mixture was partitioned between ethyl acetate and saturated aqueous ammonium chloride solution. The organic layer was washed with saturated aqueous ammonium c... Reactants: C(C)(=O)OC1=CC(O)=CC=C1 (Resorcinol monoacetate), C(=O)([O-])[O-].[K+].[K+] (K2CO3), C(C=C)Br (allyl bromide). The solvent is CN(C)C=O (DMF), C(C)(=O)OCC (ethyl acetate). Reaction conditions: temperature 80 celsius. Product: C(C)(=O)OC1=CC(=CC=C1)OCC=C (3-(allyloxy)phenyl acetate). Yield: 56.9%. As a reaction SMILES: [C:1]([O:4][C:5]1[CH:11]=[CH:10][CH:9]=[C:7]([OH:8])[CH:6]=1)(=[O:3])[CH3:2].C([O-])([O-])=O.[K+].[K+].[CH2:18](Br)[CH:19]=[CH2:20]>CN(C=O)C.C(OCC)(=O)C>[C:1]([O:4][C:5]1[CH:11]=[CH:10][CH:9]=[C:7]([O:8][CH2:20][CH:19]=[CH2:18])[CH:6]=1)(=[O:3])[CH3:2] |f:1.2.3|. Procedure: Resorcinol monoacetate (10.0 g, 65.7 mmoles) in anhydrous DMF (100 mL) was treated with K2CO3 (18.2 g, 131 mmoles) and allyl bromide (6.83 mL, 78.9 mmoles). The mixture was heated at 80° C. overnight, cooled to room temperature, and diluted with ethyl acetate. The mixture was washed with H2O, brine, dried (Na2SO4), filtered, and the filtrate concentrated under reduced pressure. The residue was purified by flash chromatography (silica gel, 8% to 10% ethyl acetate:hexanes) to provide the title com... Starting materials: NC1C(C(CCC1)O)O (3-aminocyclohexane-1,2-diol), FC1=C(C=CC(=C1)I)NC1=C(C(=O)O)C=CN=C1 (3-(2-Fluoro-4-iodo-phenylamino)-isonicotinic acid), C(=O)(N1C=NC=C1)N1C=NC=C1 (1,1′-carbonylbis(1H-imidazole)). Run in CS(=O)C (DMSO). Reaction conditions: time 12 hour. Yields the product OC1C(CCCC1O)NC(C1=C(C=NC=C1)NC1=C(C=C(C=C1)I)F)=O (N-[(1SR,2RS,3SR)-2,3-dihydroxycyclohexyl]-3-[(2-fluoro-4-iodophenyl)amino]isonicotinamide), racemic esters. Reaction SMILES: [F:1][C:2]1[CH:7]=[C:6]([I:8])[CH:5]=[CH:4][C:3]=1[NH:9][C:10]1[CH:18]=[N:17][CH:16]=[CH:15][C:11]=1[C:12]([OH:14])=O.C(N1C=CN=C1)(N1C=CN=C1)=O.[NH2:31][CH:32]1[CH2:37][CH2:36][CH2:35][CH:34]([OH:38])[CH:33]1[OH:39]>CS(C)=O>[OH:39][CH:33]1[CH:34]([OH:38])[CH2:35][CH2:36][CH2:37][CH:32]1[NH:31][C:12](=[O:14])[C:11]1[CH:15]=[CH:16][N:17]=[CH:18][C:10]=1[NH:9][C:3]1[CH:4]=[CH:5][C:6]([I:8])=[CH:7][C:2]=1[F:1]. Reported procedure: 3-(2-Fluoro-4-iodo-phenylamino)-isonicotinic acid (300 mg, 0.84 mmol.) and 1,1′-carbonylbis(1H-imidazole) (177 mg, 1.1 mmol) were suspended in DMSO (4 ml). The mixture was allowed to stir overnight (12 hr) at room temperature. 3-aminocyclohexane-1,2-diol (racemic 27/28) (110 mg, 0.84 mmol) was then added. The mixture was stirred for another 12 h at room temperature. The mixture was separated by preparative HPLC to afford two products, racemic amide (3) and racemic esters (4). LC/MS [Method A: rt...